This data is from the Open Reaction Database (ORD), a public repository of structured organic reaction records. The task is: describe an organic reaction: reactants, conditions, products, and yield Starting materials: ClC=1C=C(C=CC1)[C@@H]1[C@H](N(S[C@@H](C1)C)C(C)C)C1=CC=C(C=C1)Cl ((3S,4R,6R)-4-(3-chlorophenyl)-3-(4-chlorophenyl)-6-methyl-2-(2-propanyl)-1,2-thiazinan), C(C=C)I (allyl iodide), solution, C[Si](C)(C)[N-][Si](C)(C)C.[Li+] (lithium bis(trimethylsilyl)-amide). The solvent is C1CCOC1 (THF), C1CCOC1 (THF). Reaction conditions: temperature 60 celsius. The product is ClC=1C=C(C=CC1)[C@@H]1[C@H](N(S[C@@](C1)(CC=C)C)C(C)C)C1=CC=C(C=C1)Cl ((3S,4R,6R)-4-(3-chlorophenyl)-3-(4-chlorophenyl)-6-methyl-2-(2-propanyl)-6-(2-propen-1-yl)-1,2-thiazinan). RXN SMILES: [Cl:1][C:2]1[CH:3]=[C:4]([C@H:8]2[CH2:13][C@@H:12]([CH3:14])[S:11][N:10]([CH:15]([CH3:17])[CH3:16])[C@@H:9]2[C:18]2[CH:23]=[CH:22][C:21]([Cl:24])=[CH:20][CH:19]=2)[CH:5]=[CH:6][CH:7]=1.[CH2:25](I)[CH:26]=C.[CH3:29][Si]([N-][Si](C)(C)C)(C)C.[Li+]>C1COCC1>[Cl:1][C:2]1[CH:3]=[C:4]([C@H:8]2[CH2:13][C@@:12]([CH3:29])([CH2:14][CH:25]=[CH2:26])[S:11][N:10]([CH:15]([CH3:17])[CH3:16])[C@@H:9]2[C:18]2[CH:19]=[CH:20][C:21]([Cl:24])=[CH:22][CH:23]=2)[CH:5]=[CH:6][CH:7]=1 |f:2.3|. Procedure details: To a degassed solution of 174.7 mg (0.424 mmol) of (3S,4R,6R)-4-(3-chlorophenyl)-3-(4-chlorophenyl)-6-methyl-2-(2-propanyl)-1,2-thiazinan (Example 120, Step A) in THF (1.5 mL) was added allyl iodide (0.55 mL, 6.02 mmol). The resulting solution was heated to 60° C. for 10 minutes, then a 1 M solution of lithium bis(trimethylsilyl)-amide in THF (2.0 mL, 2.00 mmol) was added dropwise, over one minute. After heating at 60° C. for 17 hours, the reaction was cooled to room temperature, quenched with w...